Dataset: the Open Reaction Database (ORD), a public repository of structured organic reaction records. Task: describe an organic reaction: reactants, conditions, products, and yield The reactants are C1COCCO1, N#CCC(C1CCCC1)n1cc(-c2ccnc(Cl)n2)cn1, Nc1ccc(C(=O)O)cc1, Cc1ccc(S(=O)(=O)O)cc1. Product: N#CCC(C1CCCC1)n1cc(-c2ccnc(Nc3ccc(C(=O)O)cc3)n2)cn1. As a reaction SMILES: [CH2:43]1[O:44][CH2:45][CH2:46][O:47][CH2:48]1.[Cl:1][c:2]1[n:3][cH:4][cH:5][c:6](-[c:8]2[cH:9][n:10][n:11]([CH:13]([CH2:14][C:15]#[N:16])[CH:17]3[CH2:18][CH2:19][CH2:20][CH2:21]3)[cH:12]2)[n:7]1.[NH2:22][c:23]1[cH:24][cH:25][c:26]([C:27](=[O:28])[OH:29])[cH:30][cH:31]1.[c:32]1([CH3:33])[cH:34][cH:35][c:36]([S:37]([OH:38])(=[O:39])=[O:40])[cH:41][cH:42]1>>[c:2]1([NH:22][c:23]2[cH:24][cH:25][c:26]([C:27](=[O:28])[OH:29])[cH:30][cH:31]2)[n:3][cH:4][cH:5][c:6](-[c:8]2[cH:9][n:10][n:11]([CH:13]([CH2:14][C:15]#[N:16])[CH:17]3[CH2:18][CH2:19][CH2:20][CH2:21]3)[cH:12]2)[n:7]1. Reactants: CC(c1ccc([N+](=O)[O-])cc1)N(C)C(=O)OCc1ccccc1, CCO, [Cl-], Cl, O, O. As a reaction SMILES: [C:1](=[O:2])([O:3][CH2:4][c:5]1[cH:6][cH:7][cH:8][cH:9][cH:10]1)[N:11]([CH3:12])[CH:13]([c:14]1[cH:15][cH:16][c:17]([N+:20]([O-:21])=[O:22])[cH:18][cH:19]1)[CH3:23].[CH3:27][CH2:28][OH:29].[Cl-:26].[ClH:30].[OH2:24].[OH2:25]>>[C:1](=[O:2])([O:3][CH2:4][c:5]1[cH:6][cH:7][cH:8][cH:9][cH:10]1)[N:11]([CH3:12])[CH:13]([c:14]1[cH:15][cH:16][c:17]([OH:24])[cH:18][cH:19]1)[CH3:23]. The product is CC(c1ccc(O)cc1)N(C)C(=O)OCc1ccccc1. The reactants are N(=NC(C(=O)[O-])(CC)C)C(C(=O)[O-])(CC)C (2,2′-azobis(methyl 2-methylpropionate)), C(C=C)(=O)OCC1CO1 (glycidyl acrylate), C(C(=C)C)(=O)OCCO (2-hydroxyethyl methacrylate), C(C)(=O)OC1=CC=C(C=C)C=C1 (p-acetoxystyrene). Solvent: C(C(C)C)C(=O)C (methyl isobutyl ketone), CCCCCCC (heptane). Run at time 6 hour. The product is C(C=C)(=O)OCC1CO1.C(C(=C)C)(=O)OCCO.C(C)(=O)OC1=CC=C(C=C)C=C1 (glycidyl acrylate 2-hydroxyethyl methacrylate p-acetoxystyrene). RXN SMILES: [C:1]([O:5][CH2:6][CH:7]1[O:9][CH2:8]1)(=[O:4])[CH:2]=[CH2:3].[C:10]([O:15][CH2:16][CH2:17][OH:18])(=[O:14])[C:11]([CH3:13])=[CH2:12].[C:19]([O:22][C:23]1[CH:30]=[CH:29][C:26]([CH:27]=[CH2:28])=[CH:25][CH:24]=1)(=[O:21])[CH3:20].N(C(C)(CC)C([O-])=O)=NC(C)(CC)C([O-])=O>CCCCCCC.C(C(C)=O)C(C)C>[C:1]([O:5][CH2:6][CH:7]1[O:9][CH2:8]1)(=[O:4])[CH:2]=[CH2:3].[C:10]([O:15][CH2:16][CH2:17][OH:18])(=[O:14])[C:11]([CH3:13])=[CH2:12].[C:19]([O:22][C:23]1[CH:30]=[CH:29][C:26]([CH:27]=[CH2:28])=[CH:25][CH:24]=1)(=[O:21])[CH3:20] |f:6.7.8|. Reported procedure: Into a 500 ml-volume three-neck flask, 46.1 g (0.36 mol) of glycidyl acrylate, 15.6 g (0.12 mol) of 2-hydroxyethyl methacrylate, 19.5 g (0.12 mol) of p-acetoxystyrene and 300 ml of methyl isobutyl ketone were charged. A catalytic amount of 2,2′-azobis(methyl 2-methylpropionate) was added thereto as a radical polymerization initiator, and polymerization was allowed to proceed at 80° C. for 6 hours in a nitrogen stream. The reaction solution was cooled and then poured in a large amount of heptane ... Starting materials: C(=O)([O-])[O-].[K+].[K+] (K2CO3), CC(C(=O)NC1=C(C=CC=C1)C1NC2=CC=CC=C2C1)(C)C (2,2-dimethyl-N-[2-(2,3-dihydro-1H-indol-2yl)phenyl]propanamide), IC (iodomethane). Run in CN(C)C=O (DMF). Yields the product CC(C(=O)NC1=C(C=CC=C1)C1N(C2=CC=CC=C2C1)C)(C)C (2,2-Dimethyl-N-[2-(2,3-dihydro-1-methyl-1H-indol-2-yl)phenyl]propanamide). The yield is 46.2%. Reaction SMILES: [C:1]([O-])([O-])=O.[K+].[K+].[CH3:7][C:8]([CH3:28])([CH3:27])[C:9]([NH:11][C:12]1[CH:17]=[CH:16][CH:15]=[CH:14][C:13]=1[CH:18]1[CH2:26][C:25]2[C:20](=[CH:21][CH:22]=[CH:23][CH:24]=2)[NH:19]1)=[O:10].IC>CN(C=O)C>[CH3:7][C:8]([CH3:28])([CH3:27])[C:9]([NH:11][C:12]1[CH:17]=[CH:16][CH:15]=[CH:14][C:13]=1[CH:18]1[CH2:26][C:25]2[C:20](=[CH:21][CH:22]=[CH:23][CH:24]=2)[N:19]1[CH3:1])=[O:10] |f:0.1.2|. Reported procedure: To a mixture of 9.40 g K2CO3 and 10.05 g 2,2-dimethyl-N-[2-(2,3-dihydro-1H-indol-2yl)phenyl]propanamide in 125 ml DMF at 0° C., was added 3.64 ml iodomethane. The resulting mixture was stirred twenty-eight hours at room temperature. Upon dilution with water, a solid precipitated, which was collected and washed with water. Recrystallization from EtOH/water yielded 4.86 g solid, m.p. 133°-135° C. Reactants: C1CN(CCN(CCN(CCN1)CC(=O)O)CC(=O)O)CC(=O)O (DO3A), C(=O)(O)CN1CCN(CCN(CCN(CC1)CCC#N)CC(=O)O)CC(=O)O (1,4,7-tris(carboxymethyl)-10-(2'-cyanoethyl)-1,4,7,10-tetraazacyclododecane), [OH-].[Na+] (NaOH), C(C=C)#N (acrylonitrile). Solvent: O (H2O), CO (methanol). Run at time 14 hour. Yields the product C(#N)CCN1CCNCCNCCNCC1 (10-(2'cyanoethyl)-1,4,7,10-tetraazacyclododecane). Reaction SMILES: C1NCCN(CC(O)=O)CCN(CC(O)=O)CCN(CC(O)=O)C1.[OH-].[Na+].C(#N)C=C.C(C[N:35]1[CH2:46][CH2:45][N:44]([CH2:47][CH2:48][C:49]#[N:50])[CH2:43][CH2:42][N:41](CC(O)=O)[CH2:40][CH2:39][N:38](CC(O)=O)[CH2:37][CH2:36]1)(O)=O>O.CO>[C:49]([CH2:48][CH2:47][N:44]1[CH2:45][CH2:46][NH:35][CH2:36][CH2:37][NH:38][CH2:39][CH2:40][NH:41][CH2:42][CH2:43]1)#[N:50] |f:1.2|. Procedure details: Into a 100 ml round bottom flask containing 5.2 g of DO3A dissolved in 22 ml of H2O (pH adjusted to 8.25 with dilute NaOH) was added 1.35 ml of acrylonitrile. The reaction was allowed to stir at room temperature for 14 hours. After 14 hours, HPLC analysis indicated complete conversion to 1,4,7-tris(carboxymethyl)-10-(2'-cyanoethyl)-1,4,7,10-tetraazacyclododecane. The reaction mixture was taken to dryness on a rotary evaporator to yield a glassy solid. The solid was dissolved in methanol and then... Reactants: COC(=O)c1cc2cc(OC(=S)N(C)C)ccc2o1, c1ccc(Oc2ccccc2)cc1. The product is COC(=O)c1cc2cc(O)ccc2o1. RXN SMILES: [CH3:1][O:2][C:3](=[O:4])[c:5]1[o:6][c:7]2[c:8]([cH:9]1)[cH:10][c:11]([O:14][C:15](=[S:16])[N:17]([CH3:18])[CH3:19])[cH:12][cH:13]2.[O:20]([c:21]1[cH:22][cH:23][cH:24][cH:25][cH:26]1)[c:27]1[cH:28][cH:29][cH:30][cH:31][cH:32]1>>[CH3:1][O:2][C:3](=[O:4])[c:5]1[o:6][c:7]2[c:8]([cH:9]1)[cH:10][c:11]([OH:14])[cH:12][cH:13]2. Reactants: N#Cc1cc2cc(C(=O)O)[nH]c2s1, Cl, NC(Cc1ccccc1)C(=O)N1CC(O)C1. The product is N#Cc1cc2cc(C(=O)NC(Cc3ccccc3)C(=O)N3CC(O)C3)[nH]c2s1. As a reaction SMILES: [C:1](#[N:2])[c:3]1[cH:4][c:5]2[c:6]([nH:7][c:8]([C:10](=[O:11])[OH:12])[cH:9]2)[s:13]1.[ClH:14].[NH2:15][CH:16]([C:17](=[O:18])[N:19]1[CH2:20][CH:21]([OH:23])[CH2:22]1)[CH2:24][c:25]1[cH:26][cH:27][cH:28][cH:29][cH:30]1>>[C:1](#[N:2])[c:3]1[cH:4][c:5]2[c:6]([nH:7][c:8]([C:10](=[O:12])[NH:15][CH:16]([C:17](=[O:18])[N:19]3[CH2:20][CH:21]([OH:23])[CH2:22]3)[CH2:24][c:25]3[cH:26][cH:27][cH:28][cH:29][cH:30]3)[cH:9]2)[s:13]1. The reactants are ClC1=CC=C(C=C1)CN1C(=NC2=C1C(CCCC2)=O)C(C)(C)C (3-[(4-chlorophenyl)methyl]-2-(1,1-dimethylethyl)-5,6,7,8-tetrahydrocyclohepta[d]imidazol-4(3H)-one), [NH4+].[Cl-] (NH4Cl), C(C)(=O)OCC (Ethyl acetate), [Li+].C[Si](C)(C)[N-][Si](C)(C)C (LiHMDS). Run in C1CCOC1 (THF), C1CCOC1 (THF). Conditions: temperature -78 celsius, time 30 minute. Product: ClC1=CC=C(C=C1)CN1C(=NC2=C1C(CCCC2)(O)CC(=O)OCC)C(C)(C)C (Ethyl [3-[(4-chlorophenyl)methyl]-2-(1,1-dimethylethyl)-4-hydroxy-3,4,5,6,7,8-hexahydrocyclohepta[d]imidazol-4-yl]acetate). As a reaction SMILES: [C:1]([O:4][CH2:5][CH3:6])(=[O:3])[CH3:2].[Li+].C[Si]([N-][Si](C)(C)C)(C)C.[Cl:17][C:18]1[CH:23]=[CH:22][C:21]([CH2:24][N:25]2[C:29]3[C:30](=[O:35])[CH2:31][CH2:32][CH2:33][CH2:34][C:28]=3[N:27]=[C:26]2[C:36]([CH3:39])([CH3:38])[CH3:37])=[CH:20][CH:19]=1.[NH4+].[Cl-]>C1COCC1>[Cl:17][C:18]1[CH:19]=[CH:20][C:21]([CH2:24][N:25]2[C:29]3[C:30]([CH2:2][C:1]([O:4][CH2:5][CH3:6])=[O:3])([OH:35])[CH2:31][CH2:32][CH2:33][CH2:34][C:28]=3[N:27]=[C:26]2[C:36]([CH3:39])([CH3:38])[CH3:37])=[CH:22][CH:23]=1 |f:1.2,4.5|. Procedure: Ethyl acetate (0.695 mL) was added dropwise to a stirred solution of LiHMDS, 1M in THF (7.10 ml) cooled to −78° C. under nitrogen atmosphere. The mixture was stirred at −78° C. for 30 minutes. Intermediate 14 was dissolved in THF (3 ml) and added dropwise. The RM was stirred at −78° C. under nitrogen for 2 hours. An excess of sat. NH4Cl aq. sol. added and the resulting suspension warmed up to room temp and extracted with EtOAc (100 ml). The phases were separated and the aqueous layer was again e... Starting materials: CN1CCOc2c(ccc(F)c2Cl)C1=O, Cc1cnc(NC(=O)c2cc(O)cc(OC3CCOC3)c2)cn1. The product is Cc1cnc(NC(=O)c2cc(Oc3ccc4c(c3Cl)OCCN(C)C4=O)cc(OC3CCOC3)c2)cn1. Reaction SMILES: [Cl:24][c:25]1[c:26]([F:38])[cH:27][cH:28][c:29]2[c:35]1[O:34][CH2:33][CH2:32][N:31]([CH3:36])[C:30]2=[O:37].[OH:1][c:2]1[cH:3][c:4]([C:5](=[O:6])[NH:7][c:8]2[n:9][cH:10][c:11]([CH3:14])[n:12][cH:13]2)[cH:15][c:16]([O:18][CH:19]2[CH2:20][O:21][CH2:22][CH2:23]2)[cH:17]1>>[O:1]([c:2]1[cH:3][c:4]([C:5](=[O:6])[NH:7][c:8]2[n:9][cH:10][c:11]([CH3:14])[n:12][cH:13]2)[cH:15][c:16]([O:18][CH:19]2[CH2:20][O:21][CH2:22][CH2:23]2)[cH:17]1)[c:26]1[c:25]([Cl:24])[c:35]2[c:29]([cH:28][cH:27]1)[C:30](=[O:37])[N:31]([CH3:36])[CH2:32][CH2:33][O:34]2. The reactants are CCO, [Li+], [OH-], CCOC(=O)c1noc2c1CN(C(=O)OC(C)(C)C)CC2. Yields the product CC(C)(C)OC(=O)N1CCc2onc(C(=O)O)c2C1. As a reaction SMILES: [CH3:24][CH2:25][OH:26].[Li+:1].[OH-:2].[o:3]1[n:4][c:5]([C:19](=[O:20])[O:21][CH2:22][CH3:23])[c:6]2[c:11]1[CH2:10][CH2:9][N:8]([C:12](=[O:13])[O:14][C:15]([CH3:16])([CH3:17])[CH3:18])[CH2:7]2>>[o:3]1[n:4][c:5]([C:19](=[O:20])[OH:21])[c:6]2[c:11]1[CH2:10][CH2:9][N:8]([C:12](=[O:13])[O:14][C:15]([CH3:16])([CH3:17])[CH3:18])[CH2:7]2.